From a dataset of the Open Reaction Database (ORD), a public repository of structured organic reaction records. describe an organic reaction: reactants, conditions, products, and yield Starting materials: O=C1CCC(=O)N1Br, O=C(OOC(=O)c1ccccc1)c1ccccc1, ClC(Cl)(Cl)Cl, Cc1ccc(-c2nc3ccccc3o2)cc1C(F)(F)F. Product: FC(F)(F)c1cc(-c2nc3ccccc3o2)ccc1CBr. As a reaction SMILES: [Br:21][N:22]1[C:23](=[O:24])[CH2:25][CH2:26][C:27]1=[O:28].[C:29]([O:30][O:31][C:32](=[O:33])[c:34]1[cH:35][cH:36][cH:37][cH:38][cH:39]1)(=[O:40])[c:41]1[cH:42][cH:43][cH:44][cH:45][cH:46]1.[C:47]([Cl:48])([Cl:49])([Cl:50])[Cl:51].[CH3:1][c:2]1[c:3]([C:17]([F:18])([F:19])[F:20])[cH:4][c:5](-[c:8]2[o:9][c:10]3[c:11]([n:12]2)[cH:13][cH:14][cH:15][cH:16]3)[cH:6][cH:7]1>>[CH2:1]([c:2]1[c:3]([C:17]([F:18])([F:19])[F:20])[cH:4][c:5](-[c:8]2[o:9][c:10]3[c:11]([n:12]2)[cH:13][cH:14][cH:15][cH:16]3)[cH:6][cH:7]1)[Br:21]. The reactants are C(C1=CC=CC=C1)N1C[C@H]2[C@@H](C1)[C@@H](CC2)NC([C@H](CC(C)C)N2CCOCC2)=O ((2S)—N-[(3aS,4R,6aR)-2-benzyloctahydrocyclopenta[c]pyrrol-4-yl]-4-methyl-2-morpholin-4-ylpentanamide), stainless steel, [H][H] (hydrogen). Reagents/catalysts: [OH-].[OH-].[Pd+2] (Pd(OH)2 on carbon). Solvent: C(C)O (ethanol). Product: CC(C[C@@H](C(=O)N[C@@H]1CC[C@H]2CNC[C@H]21)N2CCOCC2)C ((S)-4-methyl-2-morpholino-N-((3aS,4R,6aR)-octahydrocyclopenta[c]pyrrol-4-yl)pentanamide). Reaction SMILES: C([N:8]1[CH2:12][C@H:11]2[C@H:13]([NH:16][C:17](=[O:29])[C@@H:18]([N:23]3[CH2:28][CH2:27][O:26][CH2:25][CH2:24]3)[CH2:19][CH:20]([CH3:22])[CH3:21])[CH2:14][CH2:15][C@H:10]2[CH2:9]1)C1C=CC=CC=1.[H][H]>[OH-].[OH-].[Pd+2].C(O)C>[CH3:21][CH:20]([CH3:22])[CH2:19][C@H:18]([N:23]1[CH2:24][CH2:25][O:26][CH2:27][CH2:28]1)[C:17]([NH:16][C@H:13]1[C@H:11]2[C@H:10]([CH2:9][NH:8][CH2:12]2)[CH2:15][CH2:14]1)=[O:29] |f:2.3.4|. Procedure: (S)—N-((3aS,4R,6aR)-2-Benzyloctahydrocyclopenta[c]pyrrol-4-yl)-4-methyl-2-morpholinopentanamide (0.400 g, 1.001 mmol) from Step B of Example 249 and ethanol (40 mL) were added to 20% Pd(OH)2 on carbon, wet (0.080 g, 0.570 mmol) in a 250 mL stainless steel pressure bottle and stirred for 16 hours under 30 psi hydrogen at 55° C. The mixture was filtered through a nylon membrane and the solvent removed in vacuo to give (S)-4-methyl-2-morpholino-N-((3aS,4R,6aR)-octahydrocyclopenta[c]pyrrol-4-yl)pent... The reactants are [H-].C(C(C)C)[Al+]CC(C)C.CCCCCC (diisobutylaluminum hydride hexane), CN(C=1SC=C(N1)C1=CC=CC=C1)CC1=CC=C(C(=O)OC)C=C1 (methyl 4-[[methyl(4-phenyl-1,3-thiazol-2-yl)amino]methyl]benzoate), O.O.O.O.O.O.O.O.O.O.[O-]S(=O)(=O)[O-].[Na+].[Na+] (sodium sulfate 10 hydrate). Solvent: O1CCCC1 (tetrahydrofuran). Conditions: time 2 hour. The product is CN(C=1SC=C(N1)C1=CC=CC=C1)CC1=CC=C(C=C1)CO ([4-[[methyl(4-phenyl-1,3-thiazol-2-yl)amino]methyl]phenyl]methanol). Yield: 100.3%. Reaction SMILES: [CH3:1][N:2]([CH2:14][C:15]1[CH:24]=[CH:23][C:18]([C:19](OC)=[O:20])=[CH:17][CH:16]=1)[C:3]1[S:4][CH:5]=[C:6]([C:8]2[CH:13]=[CH:12][CH:11]=[CH:10][CH:9]=2)[N:7]=1.[H-].C([Al+]CC(C)C)C(C)C.CCCCCC.O.O.O.O.O.O.O.O.O.O.[O-]S([O-])(=O)=O.[Na+].[Na+]>O1CCCC1>[CH3:1][N:2]([CH2:14][C:15]1[CH:16]=[CH:17][C:18]([CH2:19][OH:20])=[CH:23][CH:24]=1)[C:3]1[S:4][CH:5]=[C:6]([C:8]2[CH:9]=[CH:10][CH:11]=[CH:12][CH:13]=2)[N:7]=1 |f:1.2.3,4.5.6.7.8.9.10.11.12.13.14.15.16|. Reported procedure: Under ice-cooling, to a solution of methyl 4-[[methyl(4-phenyl-1,3-thiazol-2-yl)amino]methyl]benzoate (2.06 g, 6.1 mmol) in tetrahydrofuran (30 mL) was added 0.9 M diisobutylaluminum hydride-hexane solution (30 mL, 27 mmol). The reaction mixture was stirred at room temperature for 2 hrs, sodium sulfate 10 hydrate (8.7 g, 27 mmol) was added and the mixture was stirred at room temperature for 1 hr. Insoluble material was filtered off, and the filtrate was concentrated. The residue was purified by ...